From a dataset of the Open Reaction Database (ORD), a public repository of structured organic reaction records. describe an organic reaction: reactants, conditions, products, and yield Starting materials: CCNC(=O)N1CCC(Cc2n[nH]c(=O)n2-c2ccc(Br)cc2F)C1, O=C([O-])[O-], CC1(C)OB(c2ccc3cccnc3c2)OC1(C)C, [K+], [K+], C1COCCO1. The product is CCNC(=O)N1CCC(Cc2n[nH]c(=O)n2-c2ccc(-c3ccc4cccnc4c3)cc2F)C1. As a reaction SMILES: [Br:1][c:2]1[cH:3][c:4]([F:25])[c:5](-[n:8]2[c:9]([CH2:14][CH:15]3[CH2:16][N:17]([C:20](=[O:21])[NH:22][CH2:23][CH3:24])[CH2:18][CH2:19]3)[n:10][nH:11][c:12]2=[O:13])[cH:6][cH:7]1.[C:45](=[O:46])([O-:47])[O-:48].[CH3:26][C:27]1([CH3:28])[C:29]([CH3:30])([CH3:31])[O:32][B:33]([c:34]2[cH:35][cH:36][c:37]3[cH:38][cH:39][cH:40][n:41][c:42]3[cH:43]2)[O:44]1.[K+:49].[K+:50].[O:51]1[CH2:52][CH2:53][O:54][CH2:55][CH2:56]1>>[c:2]1(-[c:34]2[cH:35][cH:36][c:37]3[cH:38][cH:39][cH:40][n:41][c:42]3[cH:43]2)[cH:3][c:4]([F:25])[c:5](-[n:8]2[c:9]([CH2:14][CH:15]3[CH2:16][N:17]([C:20](=[O:21])[NH:22][CH2:23][CH3:24])[CH2:18][CH2:19]3)[n:10][nH:11][c:12]2=[O:13])[cH:6][cH:7]1. The reactants are Oc1ccc(I)nc1Br, CI, [K+], [K+], O=C([O-])[O-], CN(C)C=O, O. Yields the product COc1ccc(I)nc1Br. RXN SMILES: [Br:1][c:2]1[n:3][c:4]([I:9])[cH:5][cH:6][c:7]1[OH:8].[CH3:16][I:17].[K+:10].[K+:11].[O-:12][C:13]([O-:14])=[O:15].[O:19]=[CH:20][N:21]([CH3:22])[CH3:23].[OH2:18]>>[Br:1][c:2]1[n:3][c:4]([I:9])[cH:5][cH:6][c:7]1[O:8][CH3:13]. Starting materials: CCCCCC, [Li]CCCC, C1CCCNCC1, C1CCOC1, CCOC(=O)c1nc(-c2ccccc2)nc2ccccc12. Product: O=C(c1nc(-c2ccccc2)nc2ccccc12)N1CCCCCC1. Reaction SMILES: [CH3:39][CH2:40][CH2:41][CH2:42][CH2:43][CH3:44].[Li:29][CH2:30][CH2:31][CH2:32][CH3:33].[NH:22]1[CH2:23][CH2:24][CH2:25][CH2:26][CH2:27][CH2:28]1.[O:34]1[CH2:35][CH2:36][CH2:37][CH2:38]1.[c:1]1(-[c:7]2[n:8][c:9]3[cH:10][cH:11][cH:12][cH:13][c:14]3[c:15]([C:17]([O:19][CH2:18][CH3:20])=[O:21])[n:16]2)[cH:2][cH:3][cH:4][cH:5][cH:6]1>>[c:1]1(-[c:7]2[n:8][c:9]3[cH:10][cH:11][cH:12][cH:13][c:14]3[c:15]([C:17](=[O:19])[N:22]3[CH2:23][CH2:24][CH2:25][CH2:26][CH2:27][CH2:28]3)[n:16]2)[cH:2][cH:3][cH:4][cH:5][cH:6]1. Starting materials: C(C)(C)OC(=O)N1CCC(CC1)ON=C1CCN(CC1)C1=C(C=C(C(=C1)F)CO)F (4-[1-(2,5-Difluoro-4-hydroxymethyl-phenyl)-piperidin-4-ylideneaminooxy]-piperidine-1-carboxylic acid isopropyl ester), C1(=CC=CC=C1)P(C1=CC=CC=C1)C1=CC=CC=C1 (triphenylphosphine), C1(C=2C(C(N1)=O)=CC=CC2)=O (phthalimide), CCOC(=O)/N=N/C(=O)OCC (DEAD). Run in C1CCOC1 (THF). Reaction conditions: time 3 day. Yields the product C(C)(C)OC(=O)N1CCC(CC1)ON=C1CCN(CC1)C1=C(C=C(C(=C1)F)CN)F (4-[1-(4-Aminomethyl-2,5-difluoro-phenyl)-piperidin-4-ylideneaminooxy]-piperidine-1-carboxylic acid isopropyl ester). As a reaction SMILES: [CH:1]([O:4][C:5]([N:7]1[CH2:12][CH2:11][CH:10]([O:13][N:14]=[C:15]2[CH2:20][CH2:19][N:18]([C:21]3[CH:26]=[C:25]([F:27])[C:24]([CH2:28]O)=[CH:23][C:22]=3[F:30])[CH2:17][CH2:16]2)[CH2:9][CH2:8]1)=[O:6])([CH3:3])[CH3:2].C1(P(C2C=CC=CC=2)C2C=CC=CC=2)C=CC=CC=1.C1(=O)[NH:54]C(=O)C2=CC=CC=C12.CCOC(/N=N/C(OCC)=O)=O>C1COCC1>[CH:1]([O:4][C:5]([N:7]1[CH2:8][CH2:9][CH:10]([O:13][N:14]=[C:15]2[CH2:16][CH2:17][N:18]([C:21]3[CH:26]=[C:25]([F:27])[C:24]([CH2:28][NH2:54])=[CH:23][C:22]=3[F:30])[CH2:19][CH2:20]2)[CH2:11][CH2:12]1)=[O:6])([CH3:2])[CH3:3]. Reported procedure: A mixture of 10-1 (30 mg, 0.07 mmol), triphenylphosphine (19 mg), phthalimide (11 mg) and DEAD (12 μL) in THF (1 mL) was stirred at room temperature for 3 days. The mixture was concentrated under a stream of nitrogen and combined with DCM (0.2 mL), ethanol (0.5 mL) and hydrazine (50 μL). The mixture was stirred at room temperature for 20 h, filtered and concentrated under a stream of nitrogen. The crude mixture was taken up with methanol and purified by preparative HPLC to afford 16a as a brown ...